This data is from the Open Reaction Database (ORD), a public repository of structured organic reaction records. The task is: describe an organic reaction: reactants, conditions, products, and yield The reactants are solid, CN1CCNCC1 (methylpiperazine), ClS(=O)(=O)C1=CC(=C(S1)C=1NC(C2=C(N1)C(=NN2C)CCC)=O)O (5-(5-chlorosulfonyl-3-hydroxythiophene-2-yl)-1-methyl-3-n-propyl-6,7-dihydro-1H-pyrazolo-[4,3-d]pyrimidin-7-one), C(C)OC1=C(SC=C1)C=1NC(C2=C(N1)C(=NN2C)CCC)=O (5-(3-Ethoxythiophene-2-yl)-1-methyl-3-n-propyl-6,7-dihydro-1H-pyrazolo-[4,3-d]pyrimidin-7-one), ClS(=O)(=O)O (chlorosulfonic acid), ClS(=O)(=O)C1=CC(=C(S1)C=1NC(C2=C(N1)C(=NN2C)CCC)=O)OCC (5-(5-chlorosulfonyl-3-ethoxythiophene-2-yl)-1-methyl-3-n-propyl-6,7-dihydro-1H-pyrazolo-[4,3-d]pyrimidin-7-one). Solvent: CO (methanol). Run at temperature 50 celsius, time 24 hour. The product is C(C)OC1=C(SC(=C1)S(=O)(=O)N1CCN(CC1)C)C=1NC(C2=C(N1)C(=NN2C)CCC)=O (5-[3-Ethoxy-5-(4-methylpiperazinylsulfonyl)-thiophene-2-yl]-1-methyl-3-n-propyl-6,7-dihydro-1H-pyrazolo-[4,3-d]pyrimidin-7-one). As a reaction SMILES: C(OC1C=CS[C:5]=1[C:9]1[NH:10][C:11](=O)[C:12]2[N:17]([CH3:18])N=C(CCC)C=2N=1)C.ClS(O)(=O)=O.Cl[S:29]([C:32]1[S:36][C:35]([C:37]2[NH:38][C:39](=[O:50])[C:40]3[N:45]([CH3:46])[N:44]=[C:43]([CH2:47][CH2:48][CH3:49])[C:41]=3[N:42]=2)=[C:34]([O:51][CH2:52][CH3:53])[CH:33]=1)(=[O:31])=[O:30].ClS(C1SC(C2NC(=O)C3N(C)N=C(CCC)C=3N=2)=C(O)C=1)(=O)=O.CN1CCNCC1>CO>[CH2:52]([O:51][C:34]1[CH:33]=[C:32]([S:29]([N:10]2[CH2:9][CH2:5][N:17]([CH3:18])[CH2:12][CH2:11]2)(=[O:31])=[O:30])[S:36][C:35]=1[C:37]1[NH:38][C:39](=[O:50])[C:40]2[N:45]([CH3:46])[N:44]=[C:43]([CH2:47][CH2:48][CH3:49])[C:41]=2[N:42]=1)[CH3:53]. Procedure details: Compound 4 (165 mg, 0.517 mmol) was added to chlorosulfonic acid (0.35 mL, 5.2 mmol) at 0° C. The mixture was stirred under nitrogen at 50° C. for 24 h. Ice was added and the mixture was extracted with a mixture of CH2Cl2 /MeOH (9:1), dried with Na2SO4. After evaporation of the solvent, a white solid was obtained which, by NMR analysis contained predominantly 5-(5-chlorosulfonyl-3-ethoxythiophene-2-yl)-1-methyl-3-n-propyl-6,7-dihydro-1H-pyrazolo-[4,3-d]pyrimidin-7-one and a small amount of 5-(5-...